Dataset: the Open Reaction Database (ORD), a public repository of structured organic reaction records. Task: describe an organic reaction: reactants, conditions, products, and yield Starting materials: C1CCOC1, C[Si](C)(C)[N-][Si](C)(C)C, CS(=O)(=O)c1nc[nH]n1, COC(=O)C(CC1CCCC1)OS(=O)(=O)C(F)(F)F, [Li+]. Product: COC(=O)C(CC1CCCC1)n1cnc(S(C)(=O)=O)n1. RXN SMILES: [CH2:39]1[O:40][CH2:41][CH2:42][CH2:43]1.[CH3:10][Si:11]([N-:12][Si:13]([CH3:14])([CH3:15])[CH3:16])([CH3:17])[CH3:18].[CH3:1][S:2](=[O:3])(=[O:4])[c:5]1[n:6][nH:7][cH:8][n:9]1.[CH:20]1([CH2:25][CH:26]([C:27](=[O:28])[O:29][CH3:30])[O:31][S:32]([C:33]([F:34])([F:35])[F:36])(=[O:37])=[O:38])[CH2:21][CH2:22][CH2:23][CH2:24]1.[Li+:19]>>[CH3:1][S:2](=[O:3])(=[O:4])[c:5]1[n:6][n:7]([CH:26]([CH2:25][CH:20]2[CH2:21][CH2:22][CH2:23][CH2:24]2)[C:27](=[O:28])[O:29][CH3:30])[cH:8][n:9]1. Reactants: CC(COC(N=C(C1=CC=C(C=C1)NC(C1=C(C(=CC(=C1)OC)OCCO)F)C1=NN(C(=N1)OCCl)C1=NC=CC=N1)N)=O)(C)C ([1-amino-1-[4-({(5-chloromethoxy-1-pyrimidin-2-yl-1H-[1,2,4]triazol-3-yl)-[2-fluoro-3-(2-hydroxyethoxy)-5-methoxyphenyl]methyl}amino)phenyl]methylidene]carbamic acid 2,2-dimethylpropyl ester), C(O)([O-])=O.[K+] (potassium hydrogen carbonate), [I-].[Na+] (sodium iodide), C(C)OC(C(C(=O)O)(C)C)=O (2,2-dimethylmalonic acid monoethyl ester). The solvent is CN(C)C=O (DMF). Run at temperature 45 celsius, time 8 hour. Yields the product C(C)OC(C(C(=O)OCOC=1N(N=C(N1)[C@@H](C1=C(C(=CC(=C1)OC)OCCO)F)NC1=CC=C(C=C1)C(=NC(=O)OCC(C)(C)C)N)C1=NC=CC=N1)(C)C)=O (2,2-dimethylmalonic acid 5-{(R)-(4-{amino[2,2-dimethylpropoxycarbonylimino]methyl}phenylamino)-[2-fluoro-3-(2-hydroxyethoxy)-5-methoxyphenyl]methyl}-2-pyrimidin-2-yl-2H-[1,2,4]triazol-3-yloxymethyl ester ethyl ester). As a reaction SMILES: [CH3:1][C:2]([CH3:46])([CH3:45])[CH2:3][O:4][C:5](=[O:44])[N:6]=[C:7]([NH2:43])[C:8]1[CH:13]=[CH:12][C:11]([NH:14][CH:15]([C:29]2[N:33]=[C:32]([O:34][CH2:35]Cl)[N:31]([C:37]3[N:42]=[CH:41][CH:40]=[CH:39][N:38]=3)[N:30]=2)[C:16]2[CH:21]=[C:20]([O:22][CH3:23])[CH:19]=[C:18]([O:24][CH2:25][CH2:26][OH:27])[C:17]=2[F:28])=[CH:10][CH:9]=1.C(=O)([O-])O.[K+].[I-].[Na+].[CH2:54]([O:56][C:57](=[O:64])[C:58]([CH3:63])([CH3:62])[C:59]([OH:61])=[O:60])[CH3:55]>CN(C=O)C>[CH2:54]([O:56][C:57](=[O:64])[C:58]([CH3:63])([CH3:62])[C:59]([O:61][CH2:35][O:34][C:32]1[N:31]([C:37]2[N:42]=[CH:41][CH:40]=[CH:39][N:38]=2)[N:30]=[C:29]([C@H:15]([NH:14][C:11]2[CH:12]=[CH:13][C:8]([C:7]([NH2:43])=[N:6][C:5]([O:4][CH2:3][C:2]([CH3:46])([CH3:45])[CH3:1])=[O:44])=[CH:9][CH:10]=2)[C:16]2[CH:21]=[C:20]([O:22][CH3:23])[CH:19]=[C:18]([O:24][CH2:25][CH2:26][OH:27])[C:17]=2[F:28])[N:33]=1)=[O:60])[CH3:55] |f:1.2,3.4|. Procedure: To a mixture of [1-amino-1-[4-({(5-chloromethoxy-1-pyrimidin-2-yl-1H-[1,2,4]triazol-3-yl)-[2-fluoro-3-(2-hydroxyethoxy)-5-methoxyphenyl]methyl}amino)phenyl]methylidene]carbamic acid 2,2-dimethylpropyl ester (Example 2b, 100 mg), potassium hydrogen carbonate (107 mg), and DMF (8 mL), sodium iodide (113 mg) and 2,2-dimethylmalonic acid monoethyl ester [CAS No. 5471-77-2] (121 mg) were added, and the resulting mixture was stirred at 45° C. overnight. The reaction mixture was filtered, and the filtr...